Dataset: the Open Reaction Database (ORD), a public repository of structured organic reaction records. Task: describe an organic reaction: reactants, conditions, products, and yield Reactants: Cl[Sn](Cl)(Cl)Cl, ClCC(CCl)OC(CCl)CCl, Clc1ccccc1Cl, Cl, N#N, O, c1cc2cccc3c4cccc5cccc(c(c1)c23)c54. The product is O=Cc1ccc2c3cccc4cccc(c5cccc1c52)c43. Reaction SMILES: [Cl:23][Sn:24]([Cl:25])([Cl:26])[Cl:27].[Cl:28][CH2:29][CH:30]([O:33][CH:31]([CH2:32][Cl:34])[CH2:35][Cl:36])[CH2:37][Cl:38].[Cl:41][c:42]1[cH:43][cH:44][cH:45][cH:46][c:47]1[Cl:48].[ClH:39].[N:1]#[N:2].[OH2:40].[cH:3]1[cH:4][c:5]2[cH:6][cH:7][cH:8][c:9]3[c:10]4[cH:11][cH:12][cH:13][c:14]5[cH:15][cH:16][cH:17][c:18]([c:19]([cH:20]1)[c:21]23)[c:22]45>>[cH:3]1[cH:4][c:5]2[cH:6][cH:7][cH:8][c:9]3[c:10]4[cH:11][cH:12][c:13]([CH:30]=[O:33])[c:14]5[cH:15][cH:16][cH:17][c:18]([c:19]([cH:20]1)[c:21]23)[c:22]45. The product is Cc1ccc(-n2nc(C(C)(C)C)cc2N=C=O)cc1. Starting materials: Cc1ccc(-n2nc(C(C)(C)C)cc2N)cc1, CCCC(C)C, ClCCl, O=C(Cl)OC(Cl)(Cl)Cl. Reaction SMILES: [C:1]([CH3:2])([CH3:3])([CH3:4])[c:5]1[n:6][n:7](-[c:11]2[cH:12][cH:13][c:14]([CH3:17])[cH:15][cH:16]2)[c:8]([NH2:10])[cH:9]1.[CH3:26][CH2:27][CH2:28][CH:29]([CH3:30])[CH3:31].[Cl:32][CH2:33][Cl:34].[O:18]=[C:19]([Cl:20])[O:21][C:22]([Cl:23])([Cl:24])[Cl:25]>>[C:1]([CH3:2])([CH3:3])([CH3:4])[c:5]1[n:6][n:7](-[c:11]2[cH:12][cH:13][c:14]([CH3:17])[cH:15][cH:16]2)[c:8]([N:10]=[C:19]=[O:18])[cH:9]1. The solvent is CN(C=O)C (N,N-dimethylformamide), C(C)(=O)OCC (ethyl acetate). Product: C(C1=CC=CC=C1)SC(CNC(=O)C=1NC2=C(C=C(C=C2C1)F)NS(=O)(=O)C=1SC=CC1)(C)C (N-[2-(Benzylthio)-2-methylpropyl]-5-fluoro-7-[(2-thienylsulfonyl)amino]-1H-indole-2-carboxamide). Procedure details: To a mixture of 5-fluoro-7-[(2-thienylsulfonyl)amino]-1H-indole-2-carboxylic acid (0.20 g), 2-(benzylthio)-2-methylpropylamine (0.13 g), 1H-1,2,3-benzotriazol-1-ol (0.11 g) and N,N-dimethylformamide (10 mL) was added N-[3-(dimethylamino)propyl]-N′-ethylcarbodiimide hydrochloride (0.14 g) at 4° C., and the mixture was stirred at room temperature for 18 hr. The reaction solution was diluted with ethyl acetate, washed with aqueous citric acid solution, aqueous sodium hydrogencarbonate solution and ... Reaction SMILES: [F:1][C:2]1[CH:3]=[C:4]2[C:8](=[C:9]([NH:11][S:12]([C:15]3[S:16][CH:17]=[CH:18][CH:19]=3)(=[O:14])=[O:13])[CH:10]=1)[NH:7][C:6]([C:20](O)=[O:21])=[CH:5]2.[CH2:23]([S:30][C:31]([CH3:35])([CH3:34])[CH2:32][NH2:33])[C:24]1[CH:29]=[CH:28][CH:27]=[CH:26][CH:25]=1.N1(O)C2C=CC=CC=2N=N1.Cl.CN(C)CCCN=C=NCC>C(OCC)(=O)C.CN(C)C=O>[CH2:23]([S:30][C:31]([CH3:35])([CH3:34])[CH2:32][NH:33][C:20]([C:6]1[NH:7][C:8]2[C:4]([CH:5]=1)=[CH:3][C:2]([F:1])=[CH:10][C:9]=2[NH:11][S:12]([C:15]1[S:16][CH:17]=[CH:18][CH:19]=1)(=[O:14])=[O:13])=[O:21])[C:24]1[CH:29]=[CH:28][CH:27]=[CH:26][CH:25]=1 |f:3.4|. Reaction conditions: time 18 hour. Reactants: Cl.CN(CCCN=C=NCC)C (N-[3-(dimethylamino)propyl]-N′-ethylcarbodiimide hydrochloride), FC=1C=C2C=C(NC2=C(C1)NS(=O)(=O)C=1SC=CC1)C(=O)O (5-fluoro-7-[(2-thienylsulfonyl)amino]-1H-indole-2-carboxylic acid), C(C1=CC=CC=C1)SC(CN)(C)C (2-(benzylthio)-2-methylpropylamine), N1(N=NC2=C1C=CC=C2)O (1H-1,2,3-benzotriazol-1-ol). Yield: 72.3%. As a reaction SMILES: FC(F)(F)S(O[C:7]1[C:8]2[S:22](=[O:24])(=[O:23])[CH2:21][CH2:20][CH2:19][C:9]=2[N:10]=[C:11]([C:13]2[CH:18]=[CH:17][CH:16]=[CH:15][CH:14]=2)[N:12]=1)(=O)=O.[NH2:27][C:28]1[CH:33]=[CH:32][C:31]([CH2:34][CH2:35][OH:36])=[CH:30][CH:29]=1>>[OH:36][CH2:35][CH2:34][C:31]1[CH:32]=[CH:33][C:28]([NH:27][C:7]2[C:8]3[S:22](=[O:24])(=[O:23])[CH2:21][CH2:20][CH2:19][C:9]=3[N:10]=[C:11]([C:13]3[CH:18]=[CH:17][CH:16]=[CH:15][CH:14]=3)[N:12]=2)=[CH:29][CH:30]=1. Yields the product OCCC1=CC=C(C=C1)NC=1C2=C(N=C(N1)C1=CC=CC=C1)CCCS2(=O)=O (4-((4-(2-hydroxyethyl)phenyl)amino)-2-phenyl-7,8-dihydro-6H-thiopyrano[3,2-d]pyrimidine 5,5-dioxide). Yield: 68.3%. Procedure details: Following general procedure G, 5,5-dioxido-2-phenyl-7,8-dihydro-6H-thiopyrano[3,2-d]pyrimidin-4-yl trifluoromethanesulfonate (0.123 g, 0.30 mmol) was reacted with 2-(4-aminophenyl)ethanol (0.045 g, 0.33 mmol) to afford the desired product (0.081 g, 68%) as a light yellow solid. MW=395.47. 1H NMR (DMSO-d6, 500 MHz) δ 8.72 (s, 1H), 8.29-8.25 (m, 2H), 7.61-7.49 (m, 5H), 7.30 (d, J=8.5 Hz, 2H), 4.65 (t, J=5.5 Hz, 1H), 3.76-3.71 (m, 2H), 3.67-3.61 (m, 2H), 3.07 (t, J=6.5 Hz, 2H), 2.75 (t, J=7.0 Hz, 2... The reactants are FC(S(=O)(=O)OC=1C2=C(N=C(N1)C1=CC=CC=C1)CCCS2(=O)=O)(F)F (5,5-dioxido-2-phenyl-7,8-dihydro-6H-thiopyrano[3,2-d]pyrimidin-4-yl trifluoromethanesulfonate), NC1=CC=C(C=C1)CCO (2-(4-aminophenyl)ethanol).